This data is from the Open Reaction Database (ORD), a public repository of structured organic reaction records. The task is: describe an organic reaction: reactants, conditions, products, and yield Reactants: C(C)C(CO)CCCC (2-Ethylhexyl alcohol), C1(CCC(CC1)C(=O)OC)C(=O)OC (dimethyl cyclohexane-1,4-dicarboxylate). The reagents and catalysts are CC(C)[O-].CC(C)[O-].CC(C)[O-].CC(C)[O-].[Ti+4] (tetraisopropyl titanate). Run at temperature 180 celsius. Product: C(C)C(COC(=O)C1CCC(CC1)C(=O)OCC(CCCC)CC)CCCC (Di(2-ethylhexyl)cyclohexane-1,4-dicarboxylate). Reaction SMILES: [CH2:1]([CH:3]([CH2:6][CH2:7][CH2:8][CH3:9])[CH2:4][OH:5])[CH3:2].[CH:10]1([C:20]([O:22]C)=O)[CH2:15][CH2:14][CH:13]([C:16]([O:18][CH3:19])=[O:17])[CH2:12][CH2:11]1>CC([O-])C.CC([O-])C.CC([O-])C.CC([O-])C.[Ti+4]>[CH2:1]([CH:3]([CH2:6][CH2:7][CH2:8][CH3:9])[CH2:4][O:5][C:20]([CH:10]1[CH2:11][CH2:12][CH:13]([C:16]([O:18][CH2:19][CH:3]([CH2:1][CH3:2])[CH2:6][CH2:7][CH2:8][CH3:9])=[O:17])[CH2:14][CH2:15]1)=[O:22])[CH3:2] |f:2.3.4.5.6|. Procedure: 2-Ethylhexyl alcohol (8.1 mol), dimethyl cyclohexane-1,4-dicarboxylate (DMCD, cis 81.8%, trans 18.2%, SK NJC, 3.0 mol) and tetraisopropyl titanate catalyst (0.85 g) were added to a 2.5 L reactor equipped with a stirrer and two condensers and heated to 180° C. Di(2-ethylhexyl)cyclohexane-1,4-dicarboxylate (cis 81%, trans 19%) was obtained with a purity of 99.3% in the same manner as in Example 1.